Dataset: the Open Reaction Database (ORD), a public repository of structured organic reaction records. Task: describe an organic reaction: reactants, conditions, products, and yield Starting materials: O=Cc1cccc(O)c1Br, C1CCOC1, CC(C)(C)[O-], [K+], O=C1CCO1. The product is O=Cc1cccc(OCCC(=O)O)c1Br. RXN SMILES: [Br:1][c:2]1[c:3]([CH:4]=[O:5])[cH:6][cH:7][cH:8][c:9]1[OH:10].[CH2:22]1[O:23][CH2:24][CH2:25][CH2:26]1.[CH3:11][C:12]([CH3:13])([O-:14])[CH3:15].[K+:16].[O:17]1[C:18](=[O:21])[CH2:19][CH2:20]1>>[Br:1][c:2]1[c:3]([CH:4]=[O:5])[cH:6][cH:7][cH:8][c:9]1[O:10][CH2:20][CH2:19][C:18](=[O:17])[OH:21].